The task is: describe an organic reaction: reactants, conditions, products, and yield. This data is from the Open Reaction Database (ORD), a public repository of structured organic reaction records. Reactants: N1N=C(C=2C1=NC=CC2)CC(=O)OC (methyl 1H-pyrazolo[3,4-b]pyridin-3-ylacetate), C1CC=COC1 (DHP), C(#N)C1=C(C(=O)C(=C(C1=O)Cl)Cl)C#N (DDQ), C1CC=COC1 (DHP). Run in C(C)#N (acetonitrile). Conditions: temperature 75 celsius. The product is O1C(CCCC1)N1N=C(C=2C1=NC=CC2)CC(=O)OC (Methyl [1-(tetrahydro-2H-pyran-2-yl)-1H-pyrazolo[3,4-b]pyridin-3-yl]acetate). Reaction SMILES: [NH:1]1[C:5]2=[N:6][CH:7]=[CH:8][CH:9]=[C:4]2[C:3]([CH2:10][C:11]([O:13][CH3:14])=[O:12])=[N:2]1.[CH2:15]1[CH2:20][O:19][CH:18]=[CH:17][CH2:16]1.C(C1C(=O)C(Cl)=C(Cl)C(=O)C=1C#N)#N>C(#N)C>[O:19]1[CH2:20][CH2:15][CH2:16][CH2:17][CH:18]1[N:1]1[C:5]2=[N:6][CH:7]=[CH:8][CH:9]=[C:4]2[C:3]([CH2:10][C:11]([O:13][CH3:14])=[O:12])=[N:2]1. Procedure details: To a solution of methyl 1H-pyrazolo[3,4-b]pyridin-3-ylacetate (84 mg, 0.439 mmol) in acetonitrile (3 mL) was added DHP (37 mg, 0.439 mmol) and DDQ (10 mg, 0.044 mmol). This mixture was heated to 75° C. for 20 minutes. After this time, additional DHP (37 μL, 0.44 mmol) was added and the reaction mixture heated to 85° C. for 1.5 hours. The reaction mixture was partitioned between water (10 mL) and ethyl acetate (2×20 mL). The combined organic extracts were washed with brine, dried over MgSO4, filt...